From a dataset of the Open Reaction Database (ORD), a public repository of structured organic reaction records. describe an organic reaction: reactants, conditions, products, and yield Reaction SMILES: [CH3:1][CH2:2][Mg:3][Cl:4].[CH3:5][CH:6]1[CH2:7][CH2:8][CH:9]([CH:12]=[O:13])[CH2:10][CH2:11]1.[Cl-:14].[ClH:16].[NH4+:15].[O:17]1[CH2:18][CH2:19][CH2:20][CH2:21]1>>[CH3:1][CH2:2][CH:12]([CH:9]1[CH2:8][CH2:7][CH:6]([CH3:5])[CH2:11][CH2:10]1)[OH:13]. Product: CCC(O)C1CCC(C)CC1. The reactants are CC[Mg]Cl, CC1CCC(C=O)CC1, [Cl-], Cl, [NH4+], C1CCOC1. Starting materials: P(Br)(Br)Br (phosphorus tribromide), BrC=1C=C(C=C(C1)F)/C=C/CO ((E)-3-(3-bromo-5-fluorophenyl)-2-propen-1-ol), O (water). Run in CCOCC (ether), CCOCC (ether). Reaction conditions: temperature 0 celsius, time 1 hour. Product: BrC1=CC(=CC(=C1)F)\C=C\CBr ((E)-1-Bromo-3-(3-bromo-1-propenyl)-5-fluorobenzene). RXN SMILES: [Br:1][C:2]1[CH:3]=[C:4](/[CH:9]=[CH:10]/[CH2:11]O)[CH:5]=[C:6]([F:8])[CH:7]=1.P(Br)(Br)[Br:14].O>CCOCC>[Br:1][C:2]1[CH:7]=[C:6]([F:8])[CH:5]=[C:4](/[CH:9]=[CH:10]/[CH2:11][Br:14])[CH:3]=1. Procedure: A solution of 4.2 g (0.0182 mol) of (E)-3-(3-bromo-5-fluorophenyl)-2-propen-1-ol in 65 ml of anhydrous ether is cooled to 0° C. under a nitrogen atmosphere. 3.3 g (0.0121 mol) of phosphorus tribromide are added dropwise and then the mixture is stirred for 1 h at 0° C. and left to return to room temperature overnight. The mixture is poured into water and extraction with ether, washing with water, drying over sodium sulphate, filtration and concentration under vacuum are carried out. Reactants: O=C1c2ccccc2C(=O)N1CCCBr, O=C([O-])[O-], COc1cccc(S)c1, CC(C)=O, [K+], [K+]. Product: COc1cccc(SCCCN2C(=O)c3ccccc3C2=O)c1. RXN SMILES: [Br:10][CH2:11][CH2:12][CH2:13][N:14]1[C:15](=[O:24])[c:16]2[c:17]([cH:20][cH:21][cH:22][cH:23]2)[C:18]1=[O:19].[C:25](=[O:26])([O-:27])[O-:28].[CH3:1][O:2][c:3]1[cH:4][c:5]([SH:9])[cH:6][cH:7][cH:8]1.[CH3:31][C:32](=[O:33])[CH3:34].[K+:29].[K+:30]>>[CH3:1][O:2][c:3]1[cH:4][c:5]([S:9][CH2:11][CH2:12][CH2:13][N:14]2[C:15](=[O:24])[c:16]3[c:17]([cH:20][cH:21][cH:22][cH:23]3)[C:18]2=[O:19])[cH:6][cH:7][cH:8]1. The reactants are O=C(CCCCCNC(=O)C(Cc1c[nH]c2ccccc12)NC(=O)CCCc1c[nH]c2ccccc12)NOCc1ccccc1, CCO. Yields the product O=C(CCCCCNC(=O)C(Cc1c[nH]c2ccccc12)NC(=O)CCCc1c[nH]c2ccccc12)NO. Reaction SMILES: [CH2:1]([c:2]1[cH:3][cH:4][cH:5][cH:6][cH:7]1)[O:8][NH:9][C:10]([CH2:11][CH2:12][CH2:13][CH2:14][CH2:15][NH:16][C:17]([CH:18]([CH2:19][c:20]1[cH:21][nH:22][c:23]2[cH:24][cH:25][cH:26][cH:27][c:28]12)[NH:29][C:30]([CH2:31][CH2:32][CH2:33][c:34]1[cH:35][nH:36][c:37]2[cH:38][cH:39][cH:40][cH:41][c:42]12)=[O:43])=[O:44])=[O:45].[CH3:46][CH2:47][OH:48]>>[OH:8][NH:9][C:10]([CH2:11][CH2:12][CH2:13][CH2:14][CH2:15][NH:16][C:17]([CH:18]([CH2:19][c:20]1[cH:21][nH:22][c:23]2[cH:24][cH:25][cH:26][cH:27][c:28]12)[NH:29][C:30]([CH2:31][CH2:32][CH2:33][c:34]1[cH:35][nH:36][c:37]2[cH:38][cH:39][cH:40][cH:41][c:42]12)=[O:43])=[O:44])=[O:45]. The reactants are COC1=C(C(=CC=C1)OC)C1=CC(=NN1C1=C(C=C(C=C1)C(N(CCCN(C)C)C)=O)C(C)C)C(=O)NC1(C2CC3CC(CC1C3)C2)C(=O)O (2-[5-(2,6-dimethoxyphenyl)-1-[4-[N-methyl-N-(3-dimethylaminopropyl)carbamoyl]-2-isopropylphenyl]-3-pyrazolylcarbonylamino]-2-adamantanecarboxylic acid), C1(=CC=CC=C1)S(=O)(=O)O (benzenesulphonic acid), CCOCC (ether). Solvent: CO (MeOH). Product: C1(=CC=CC=C1)S(=O)(=O)O.COC1=C(C(=CC=C1)OC)C1=CC(=NN1C1=C(C=C(C=C1)C(N(CCCN(C)C)C)=O)C(C)C)C(=O)NC1(C2CC3CC(CC1C3)C2)C(=O)O (2-[5-(2,6-Dimethoxyphenyl)-1-[4-[N-methyl-N-(3-dimethylaminopropyl)carbamoyl]-2-isopropylphenyl]-3-pyrazolylcarbonylamino]-2-adamantanecarboxylic acid benzenesulphonate). Isolated yield 9.8%. Reaction SMILES: [CH3:1][O:2][C:3]1[CH:8]=[CH:7][CH:6]=[C:5]([O:9][CH3:10])[C:4]=1[C:11]1[N:15]([C:16]2[CH:21]=[CH:20][C:19]([C:22](=[O:31])[N:23]([CH3:30])[CH2:24][CH2:25][CH2:26][N:27]([CH3:29])[CH3:28])=[CH:18][C:17]=2[CH:32]([CH3:34])[CH3:33])[N:14]=[C:13]([C:35]([NH:37][C:38]2([C:48]([OH:50])=[O:49])[CH:45]3[CH2:46][CH:41]4[CH2:42][CH:43]([CH2:47][CH:39]2[CH2:40]4)[CH2:44]3)=[O:36])[CH:12]=1.[C:51]1([S:57]([OH:60])(=[O:59])=[O:58])[CH:56]=[CH:55][CH:54]=[CH:53][CH:52]=1.CCOCC>CO>[C:51]1([S:57]([OH:60])(=[O:59])=[O:58])[CH:56]=[CH:55][CH:54]=[CH:53][CH:52]=1.[CH3:10][O:9][C:5]1[CH:6]=[CH:7][CH:8]=[C:3]([O:2][CH3:1])[C:4]=1[C:11]1[N:15]([C:16]2[CH:21]=[CH:20][C:19]([C:22](=[O:31])[N:23]([CH3:30])[CH2:24][CH2:25][CH2:26][N:27]([CH3:28])[CH3:29])=[CH:18][C:17]=2[CH:32]([CH3:34])[CH3:33])[N:14]=[C:13]([C:35]([NH:37][C:38]2([C:48]([OH:50])=[O:49])[CH:39]3[CH2:40][CH:41]4[CH2:42][CH:43]([CH2:44][CH:45]2[CH2:46]4)[CH2:47]3)=[O:36])[CH:12]=1 |f:4.5|. Procedure details: A mixture of 0.5 g of the compound obtained in EXAMPLE 1' and 0.16 g of benzenesulphonic acid in 5 ml of MeOH is poured. into 75 ml of ether cooled to 5° C., and the precipitate formed is drained. 0.06 g of the expected product is obtained, m.p.=170° C. (dec.). Starting materials: C([O-])([O-])=O.[K+].[K+] (potassium carbonate), [I-].[K+] (potassium iodide), C(CCl)OCCCl (2,2'-dichloroethyl ether), C(C)(=O)N1CCC(CC1)OC1=CC=C(C=C1)N (1-Acetyl-4-(4-aminophenyloxy)piperidine). Run in CN(C=O)C (dimethylformamide). Reaction conditions: temperature 100 celsius, time 8 hour. Yields the product C(C)(=O)N1CCC(CC1)OC1=CC=C(C=C1)N1CCOCC1 (1-Acetyl-4-(4-morpholinophenyloxy)piperidine). As a reaction SMILES: [C:1]([N:4]1[CH2:9][CH2:8][CH:7]([O:10][C:11]2[CH:16]=[CH:15][C:14]([NH2:17])=[CH:13][CH:12]=2)[CH2:6][CH2:5]1)(=[O:3])[CH3:2].C(=O)([O-])[O-].[K+].[K+].[I-].[K+].[CH2:26]([O:29][CH2:30][CH2:31]Cl)[CH2:27]Cl>CN(C)C=O>[C:1]([N:4]1[CH2:9][CH2:8][CH:7]([O:10][C:11]2[CH:12]=[CH:13][C:14]([N:17]3[CH2:31][CH2:30][O:29][CH2:26][CH2:27]3)=[CH:15][CH:16]=2)[CH2:6][CH2:5]1)(=[O:3])[CH3:2] |f:1.2.3,4.5|. Reported procedure: 1-Acetyl-4-(4-aminophenyloxy)piperidine (1.77 g) obtained in Example 1 was dissolved in dimethylformamide (10 ml) and to the mixture were added potassium carbonate (2.1 g), potassium iodide (0.2 g) and 2,2'-dichloroethyl ether (0.9 ml), followed by heating with stirring at 100° C. overnight. The mixture was worked up according to the same manner as that described in Example 1 to obtain a colorless oily compound (1.4 g). Reactants: OC1=C(C=C(C2=CC=CC=C12)NS(=O)(=O)C=1SC=CC1)SC1=NN=NN1C (N-(4-hydroxy-3-(1-methyl-1H-tetrazol-5-ylthio)naphthalen-1-yl)thiophene-2-sulfonamide), ClC1=C(C(C2=CC=CC=C2C1=O)=O)NC1=CC(=C(C=C1)S(=O)(=O)NC=1C=C(C=CC1)C)OC (4-(3-chloro-1,4-dioxo-1,4-dihydro-naphthalen-2-ylamino)-2-methoxy-N-m-tolyl-benzenesulfonamide). Yields the product OC1=C(C=C(C2=CC=CC=C12)NS(=O)(=O)C=1SC=CC1)SCCO (N-(4-hydroxy-3-(2-hydroxyethylthio)naphthalen-1-yl)thiophene-2-sulfonamide), title compound. Isolated yield 53.1%. As a reaction SMILES: [OH:1][C:2]1[C:11]2[C:6](=[CH:7][CH:8]=[CH:9][CH:10]=2)[C:5]([NH:12][S:13]([C:16]2[S:17][CH:18]=[CH:19][CH:20]=2)(=[O:15])=[O:14])=[CH:4][C:3]=1[S:21][C:22]1N(C)N=NN=1.ClC1[C:38](=[O:39])C2C(=CC=CC=2)C(=O)C=1NC1C=CC(S(NC2C=C(C)C=CC=2)(=O)=O)=C(OC)C=1>>[OH:1][C:2]1[C:11]2[C:6](=[CH:7][CH:8]=[CH:9][CH:10]=2)[C:5]([NH:12][S:13]([C:16]2[S:17][CH:18]=[CH:19][CH:20]=2)(=[O:15])=[O:14])=[CH:4][C:3]=1[S:21][CH2:22][CH2:38][OH:39]. Procedure: 5.2.53 N-(4-hydroxy-3-(2-hydroxyethylthio)naphthalen-1-yl)thiophene-2-sulfonamide (14k) was prepared according to the procedure for 14d except using N-(3-(2-hydroxyethylthio)-4-oxonaphthalen-1(4H)-ylidene)thiophene-2-sulfonamide (13k), which, after purification via flash chromatography (Hex/EtOAc), afforded the title compound 20.3 mg (53.1%) as a grey solid, m.p.: ° C. Reactants: P(Br)(Br)Br (phosphorus tribromide), FC1=C(C(=NN1C1=CC=CC=C1)C(F)(F)F)CO ((5-fluoro-1-phenyl-3-trifluoromethyl-1H-pyrazol-4-yl)-methanol), O (water). Solvent: C(C)OCC (diethyl ether). Conditions: temperature 0 celsius, time 2 hour. The product is BrCC=1C(=NN(C1F)C1=CC=CC=C1)C(F)(F)F (4-bromomethyl-5-fluoro-1-phenyl-3-trifluoromethyl-1H-pyrazole). Yield: 253.5%. Reaction SMILES: [F:1][C:2]1[N:6]([C:7]2[CH:12]=[CH:11][CH:10]=[CH:9][CH:8]=2)[N:5]=[C:4]([C:13]([F:16])([F:15])[F:14])[C:3]=1[CH2:17]O.P(Br)(Br)[Br:20].O>C(OCC)C>[Br:20][CH2:17][C:3]1[C:4]([C:13]([F:16])([F:15])[F:14])=[N:5][N:6]([C:7]2[CH:12]=[CH:11][CH:10]=[CH:9][CH:8]=2)[C:2]=1[F:1]. Procedure: A solution of 27.5 g (105.7 mmoles) of (5-fluoro-1-phenyl-3-trifluoromethyl-1H-pyrazol-4-yl)-methanol dissolved in 300 ml of diethyl ether was cooled to 0° C. Thereto was added 10.0 g (37.0 mmoles) of phosphorus tribromide. The mixture was stirred at room temperature for 2 hours to give rise to a reaction. After the completion of the reaction, the reaction mixture was poured into water, followed by extraction with diethyl ether. The resulting organic layer was washed with an aqueous sodium chlor... Starting materials: [BH4-].[Na+] (NaBH4), BrCC(=O)C=1C(=C(C#N)C=C(C1)F)F (3-bromoacetyl-2,5-difluorobenzonitrile), Cl (HCl). Run in CO (MeOH). Product: BrCC(O)C=1C(=C(C#N)C=C(C1)F)F (3-(2-bromo-1-hydroxyethyl)-2,5-difluorobenzonitrile). Yield: 98.9%. RXN SMILES: [Br:1][CH2:2][C:3]([C:5]1[C:6]([F:14])=[C:7]([CH:10]=[C:11]([F:13])[CH:12]=1)[C:8]#[N:9])=[O:4].[BH4-].[Na+].Cl>CO>[Br:1][CH2:2][CH:3]([C:5]1[C:6]([F:14])=[C:7]([CH:10]=[C:11]([F:13])[CH:12]=1)[C:8]#[N:9])[OH:4] |f:1.2|. Procedure: To a stirred solution of 10.26 g of crude 3-bromoacetyl-2,5-difluorobenzonitrile in 185 mL of MeOH cooled in ice and under N2 is added 1.48 g of NaBH4. 45 Minutes later, 10% HCl is added until pH 4 is reached. The MeOH is evaporated in vacuo and the residue partitioned between 100 mL of saturated NaHCO3 and 3×50 mL of CH2Cl2. The combined CH2Cl2 extracts are washed with 100 mL of H2O, dried with Na2SO4 and stripped to give 10.23 g of 3-(2-bromo-1-hydroxyethyl)-2,5-difluorobenzonitrile as a brown...